describe an organic reaction: reactants, conditions, products, and yield From a dataset of the Open Reaction Database (ORD), a public repository of structured organic reaction records. Reactants: C(=CC1=CC=CC=C1)S(=O)(=O)[O-].[Na+] (sodium styrene sulfonate), C(C)(C)O (isopropyl alcohol), ion, S(=O)(=O)([O-])OOS(=O)(=O)[O-].[NH4+].[NH4+] (ammonium persulfate), C=CC1=CC=CC=C1 (styrene). The solvent is O (water). Conditions: temperature 83 celsius, time 2 hour. Product: C=CC1=CC=CC=C1.C(=CC1=CC=CC=C1)S(=O)(=O)[O-].[Na+] (styrene sodium styrene sulfonate). RXN SMILES: C(O)(C)C.[CH2:5]=[CH:6][C:7]1[CH:12]=[CH:11][CH:10]=[CH:9][CH:8]=1.[CH:13]([S:21]([O-:24])(=[O:23])=[O:22])=[CH:14][C:15]1[CH:20]=[CH:19][CH:18]=[CH:17][CH:16]=1.[Na+:25].S(OOS([O-])(=O)=O)([O-])(=O)=O.[NH4+].[NH4+]>O>[CH2:5]=[CH:6][C:7]1[CH:12]=[CH:11][CH:10]=[CH:9][CH:8]=1.[CH:13]([S:21]([O-:24])(=[O:22])=[O:23])=[CH:14][C:15]1[CH:20]=[CH:19][CH:18]=[CH:17][CH:16]=1.[Na+:25] |f:2.3,4.5.6,8.9.10|. Reported procedure: A 1 L four-necked flask was charged with 91 g of isopropyl alcohol (manufactured by Kishida Chemical Co., Ltd.), 137 g of ion exchanged water, 10 g of styrene (manufactured by Kishida Chemical Co., Ltd.), and 40 g of sodium styrene sulfonate (manufactured by Wako Pure Chemical Industries, Ltd.), and the temperature was raised to 83±2° C. After introducing 6.6 g of ammonium persulfate (manufactured by Wako Pure Chemical Industries, Ltd.) as an initiator, the mixture was polymerized for two hours,... Reactants: [H+].[B-](F)(F)(F)F (HBF4), CN1C(CCC1C)=N (1,5-dimethyl-2-iminopyrrolidine), CC1=C(C(=CC=C1)C)N=C=O (2,6-dimethylphenylisocyanate). The solvent is C1=CC=CC=C1 (benzene), C1=CC=CC=C1 (benzene). Conditions: time 2 hour. Yields the product CC1=C(C(=CC=C1)C)NC(=O)N=C1N(C(CC1)C)C (1-(2,6-dimethylphenyl)-3-(1,5-dimethyl-2-pyrrolidylidene)urea). RXN SMILES: [H+].[B-](F)(F)(F)F.[CH3:7][N:8]1[CH:12]([CH3:13])[CH2:11][CH2:10][C:9]1=[NH:14].[CH3:15][C:16]1[CH:21]=[CH:20][CH:19]=[C:18]([CH3:22])[C:17]=1[N:23]=[C:24]=[O:25]>C1C=CC=CC=1>[CH3:22][C:18]1[CH:19]=[CH:20][CH:21]=[C:16]([CH3:15])[C:17]=1[NH:23][C:24]([N:14]=[C:9]1[CH2:10][CH2:11][CH:12]([CH3:13])[N:8]1[CH3:7])=[O:25] |f:0.1|. Reported procedure: The HBF4 salt of 1,5-dimethyl-2-iminopyrrolidine (6.75 g.; 0.0337 mole) is converted to free base in benzene in the usual manner. Then 4.96 g. (0.0337 mole) of 2,6-dimethylphenylisocyanate, dissolved in anhydrous benzene, is added. The reaction mixture is stirred for 2 hours and then the solvent is evaporated in vacuo leaving an oily residue which eventually crystallizes. Recrystallization from ethyl acetate gives the product, 1-(2,6-dimethylphenyl)-3-(1,5-dimethyl-2-pyrrolidylidene)urea, m.p. 1... Reactants: P(O)(O)(O)=O (phosphoric acid), BrC1=CC(=C(N)C(=C1)C)C (4-bromo-2,6-dimethylaniline), C(=O)C=O (glyoxal), FC1=CC=C(C=O)C=C1 (4-fluorobenzaldehyde), [Cl-].[NH4+] (ammonium chloride). Run in CO (methanol). Product: BrC1=CC(=C(C(=C1)C)N1C(=NC=C1)C1=CC=C(C=C1)F)C (N-(4-bromo-2,6-dimethylphenyl)-2-(4-fluorophenyl)imidazole). The yield is 13.2%. RXN SMILES: [Br:1][C:2]1[CH:8]=[C:7]([CH3:9])[C:5]([NH2:6])=[C:4]([CH3:10])[CH:3]=1.[CH:11]([CH:13]=O)=O.[F:15][C:16]1[CH:23]=[CH:22][C:19]([CH:20]=O)=[CH:18][CH:17]=1.[Cl-].[NH4+:25].P(=O)(O)(O)O>CO>[Br:1][C:2]1[CH:8]=[C:7]([CH3:9])[C:5]([N:6]2[CH:13]=[CH:11][N:25]=[C:20]2[C:19]2[CH:22]=[CH:23][C:16]([F:15])=[CH:17][CH:18]=2)=[C:4]([CH3:10])[CH:3]=1 |f:3.4|. Procedure: 55.0 g (275 mmol) 4-bromo-2,6-dimethylaniline and 39.0 g glyoxal (40% solution, 275 mmol) were stirred in 500 mL methanol in a 1 L round bottom flask for 16 hours. 68.3 g 4-fluorobenzaldehyde (550 mmol) and 29.4 g (550 mmol) ammonium chloride were then added and the mixture was allowed to achieve reflux for 2 hours. 38.5 mL phosphoric acid (85%) was added dropwise over 10 minutes and the mixture continued at reflux for 18 hours. The mixture was then evaporated of methanol and the residue poured ...